This data is from the Open Reaction Database (ORD), a public repository of structured organic reaction records. The task is: describe an organic reaction: reactants, conditions, products, and yield The reactants are BrCCCCCCCCCCBr (1,10-dibromodecane), 1H0, C1(NC(C2=CC=CC=C12)=O)=O (isoindole-1,3(2H)-dione), [K] (potassium), C (charcoal). Run in CN(C=O)C (N,N-dimethylformamide). Yields the product BrCCCCCCCCCCN1C(C2=CC=CC=C2C1=O)=O (2-(10-bromodecyl)-1H-isoindole-1,3(2H)-dione). RXN SMILES: Br[CH2:2][CH2:3][CH2:4][CH2:5][CH2:6][CH2:7][CH2:8][CH2:9][CH2:10][CH2:11][Br:12].[C:13]1(=[O:23])[C:21]2[C:16](=[CH:17][CH:18]=[CH:19][CH:20]=2)[C:15](=[O:22])[NH:14]1.[K].C>CN(C)C=O>[Br:12][CH2:11][CH2:10][CH2:9][CH2:8][CH2:7][CH2:6][CH2:5][CH2:4][CH2:3][CH2:2][N:14]1[C:15](=[O:22])[C:16]2[C:21](=[CH:20][CH:19]=[CH:18][CH:17]=2)[C:13]1=[O:23] |^1:23|. Procedure details: A mixture of 100.0 g of 1,10-dibromodecane and 50.0 g of 1H0 -isoindole-1,3(2H)-dione, potassium salt in 500 ml of N,N-dimethylformamide was stirred and heated on a steam bath for eight hours. The reaction mixture was clarified while hot with activated charcoal, then filtered. The material on the filter was washed with 100 ml of N,N-dimethylformamide. The filtrate and wash were combined and taken to dryness in vacuo. The residue was triturated with 100 ml of hexane. The insoluble product was col... Starting materials: FC1=CC=C(OC2=CC=C(O2)C2=CC(C2(Cl)Cl)=O)C=C1 (3-[5-(4-fluorophenoxy)-2-furyl]-4,4-dichloro-2-cyclobutenone). The reagents and catalysts are [Zn] (zinc). Solvent: C(C)(=O)O (acetic acid). Reaction conditions: time 2 hour. Yields the product FC1=CC=C(OC2=CC=C(O2)C2=CC(C2)=O)C=C1 (3-[5-(4-Fluorophenoxy)-2-furyl]-2-cyclobutenone). Isolated yield 44.1%. As a reaction SMILES: [F:1][C:2]1[CH:20]=[CH:19][C:5]([O:6][C:7]2[O:11][C:10]([C:12]3[C:15](Cl)(Cl)[C:14](=[O:18])[CH:13]=3)=[CH:9][CH:8]=2)=[CH:4][CH:3]=1>C(O)(=O)C.[Zn]>[F:1][C:2]1[CH:20]=[CH:19][C:5]([O:6][C:7]2[O:11][C:10]([C:12]3[CH2:15][C:14](=[O:18])[CH:13]=3)=[CH:9][CH:8]=2)=[CH:4][CH:3]=1. Reported procedure: To a stirred suspension of 3-[5-(4-fluorophenoxy)-2-furyl]-4,4-dichloro-2-cyclobutenone (6.4 g; 20 mM) in acetic acid (25 ml) was added zinc dust (6.5 g; 100 mM) at room temperature. After stirring for 2 hr, zinc was filtered off. The filtrate was evaporated in vacuo. The residue was purified by flash column (SiO2) eluting with ethyl acetate-n-hexane (1:7) to give 2.2 g (yield 45%) of subtitle compound. Reactants: ClN1C(CCC1=O)=O (N-chlorosuccinimide), Cl.C(C)OC(CNC)=O (sarcosine ethyl ester hydrochloride), C1COC(C2=CSC=C2)O1 (thiophene-3-carboxaldehyde ethylene acetal), C(CCC)[Li] (n-butyllithium), S(=O)=O (sulfur dioxide). Run in C([O-])(O)=O.[Na+] (sodium bicarbonate), C1CCOC1 (THF). Reaction conditions: temperature -50 celsius, time 10 minute. Yields the product C(C)OC(CN(C)S(=O)(=O)C=1SC=CC1C1OCCO1)=O (N-[[3-(1,3-dioxolan-2-yl)-2-thienyl]sulfonyl]-N-methyl-glycine Ethyl Ester). Yield: 72.0%. RXN SMILES: [CH2:1]1[O:10][CH:4]([C:5]2[CH:9]=[CH:8][S:7][CH:6]=2)[O:3][CH2:2]1.C([Li])CCC.[S:16](=[O:18])=[O:17].ClN1C(=O)CCC1=O.Cl.[CH2:28]([O:30][C:31](=[O:35])[CH2:32][NH:33][CH3:34])[CH3:29]>C1COCC1.C(=O)(O)[O-].[Na+]>[CH2:28]([O:30][C:31](=[O:35])[CH2:32][N:33]([S:16]([C:6]1[S:7][CH:8]=[CH:9][C:5]=1[CH:4]1[O:10][CH2:1][CH2:2][O:3]1)(=[O:18])=[O:17])[CH3:34])[CH3:29] |f:4.5,7.8|. Reported procedure: To a solution of thiophene-3-carboxaldehyde ethylene acetal (5.82 g, 37.3 mmol) in anhydrous THF (50 mL) at -70° C. was added 2.5M n-butyllithium (16.4 mL, 41 mmol) over 10 min. The solution was stirred at -50° C. for 10 min, cooled to -70° C. for 30 min and sulfur dioxide was passed over the reaction mixture for 5 min. The mixture was allowed to warm to ambient temperature, the volatiles were evaporated and methylene chloride (200 mL) was added. The suspension was cooled (ice bath) and N-chloro... Starting materials: C1CCOC1, CCOC(=O)C1CCc2sc(C)nc21, CO, [Li+], [OH-]. Product: Cc1nc2c(s1)CCC2C(=O)O. Reaction SMILES: [CH2:17]1[O:18][CH2:19][CH2:20][CH2:21]1.[CH3:1][c:2]1[s:3][c:4]2[c:5]([n:6]1)[CH:7]([C:10](=[O:11])[O:12][CH2:13][CH3:14])[CH2:8][CH2:9]2.[CH3:22][OH:23].[Li+:15].[OH-:16]>>[CH3:1][c:2]1[s:3][c:4]2[c:5]([n:6]1)[CH:7]([C:10](=[O:11])[OH:12])[CH2:8][CH2:9]2. Reactants: NC1=NC2=C(C=3C=C(C=NC13)CCC1=C(C=C(C=C1)CCC(=O)OCC)C)C=CC(=C2)C (Ethyl 3-(4-(2-(5-amino-8-methylbenzo[f][1,7]naphthyridin-2-yl)ethyl)-3-methylphenyl)propanoate), Cl (HCl). Solvent: [OH-].[Na+] (NaOH), C1CCOC1 (THF), CO (methanol). Product: NC1=NC2=C(C=3C=C(C=NC13)CCC1=C(C=C(C=C1)/C=C/C(=O)OCC)C)C=CC(=C2)C ((E)-ethyl 3-(4-(2-(5-amino-8-methylbenzo[f][1,7]naphthyridin-2-yl)ethyl)-3-methylphenyl)acrylate). As a reaction SMILES: [NH2:1][C:2]1[C:11]2[N:10]=[CH:9][C:8]([CH2:12][CH2:13][C:14]3[CH:19]=[CH:18][C:17]([CH2:20][CH2:21][C:22]([O:24][CH2:25][CH3:26])=[O:23])=[CH:16][C:15]=3[CH3:27])=[CH:7][C:6]=2[C:5]2[CH:28]=[CH:29][C:30]([CH3:32])=[CH:31][C:4]=2[N:3]=1.Cl>[OH-].[Na+].C1COCC1.CO>[NH2:1][C:2]1[C:11]2[N:10]=[CH:9][C:8]([CH2:12][CH2:13][C:14]3[CH:19]=[CH:18][C:17](/[CH:20]=[CH:21]/[C:22]([O:24][CH2:25][CH3:26])=[O:23])=[CH:16][C:15]=3[CH3:27])=[CH:7][C:6]=2[C:5]2[CH:28]=[CH:29][C:30]([CH3:32])=[CH:31][C:4]=2[N:3]=1 |f:2.3|. Procedure details: A solution of ethyl 3-(4-(2-(5-amino-8-methylbenzo[f][1,7]naphthyridin-2-yl)ethyl)-3-methylphenyl)propanoate (from Example 66) in 1 N NaOH, THF and methanol (1:5:2, 0.1 N) was heated at 60° C. for 3 hours. After cooling to room temperature the reaction mixture was neutralized with 1 N HCl to pH 7, and was concentrated to give a crude residue which was purified by chromatography (silica gel, 0-20% methanol in dichloromethane) to afford (E)-ethyl 3-(4-(2-(5-amino-8-methylbenzo[f][1,7]naphthyridin-... The reactants are C(C)(=O)CC(C)=O (acetylacetone), triethyl ester, C(C)(=O)OC(C)=O (acetic anhydride), C(C)(=O)O (acetic acid). Conditions: time 2.5 hour. RXN SMILES: [C:1]([CH2:4][C:5](=[O:7])[CH3:6])(=[O:3])[CH3:2].[C:8]([O:11][C:12](=O)C)(=O)[CH3:9].C(O)(=O)C>C(O)C>[CH2:8]([O:11][CH:12]=[CH:2][C:1]([CH2:4][C:5](=[O:7])[CH3:6])=[O:3])[CH3:9]. Reported procedure: 253 g (2.5 moles) of acetylacetone, 1,110 g (7.5 moles) of orthformic acid triethyl ester and 8 g of acetic anhydride are heated to ebullition in a flask with vigorous stirring. During the reaction, about 23 g of acetic acid is added and the ethanol formed is distilled off. After 2 to 3 hours the reaction is completed. The unreacted orthoformic acid triethyl ester is distilled out at reduced pressure (5 to 1 Torr) through the top of the column and fed back to the next batch. Following this, 355 ... The product is C(C)OC=CC(=O)CC(C)=O (Ethoxymethylene acetylacetone). The solvent is C(C)O (ethanol). RXN SMILES: [CH2:33]1[O:34][CH2:35][CH2:36][CH2:37]1.[CH3:1][C:2]([N:5]([C:3](=[O:4])[O-:6])[CH2:9][CH:10]([CH2:11][c:12]1[cH:13][cH:14][cH:15][cH:16][cH:17]1)[NH:18][C:19](=[O:20])[c:21]1[s:22][c:23](-[c:27]2[cH:28][cH:29][n:30][n:31]2[CH3:32])[c:24]([CH3:26])[cH:25]1)([CH3:7])[CH3:8].[CH3:39][OH:40].[ClH:38].[O:41]1[CH2:42][CH2:43][O:44][CH2:45][CH2:46]1>>[ClH:38].[NH2:5][CH2:9][CH:10]([CH2:11][c:12]1[cH:13][cH:14][cH:15][cH:16][cH:17]1)[NH:18][C:19](=[O:20])[c:21]1[s:22][c:23](-[c:27]2[cH:28][cH:29][n:30][n:31]2[CH3:32])[c:24]([CH3:26])[cH:25]1. Reactants: C1CCOC1, Cc1cc(C(=O)NC(Cc2ccccc2)CN(C(=O)[O-])C(C)(C)C)sc1-c1ccnn1C, CO, Cl, C1COCCO1. The product is Cl, Cc1cc(C(=O)NC(CN)Cc2ccccc2)sc1-c1ccnn1C. The reactants are C(=O)C1C(C2(OCCO2)CC1)CCCCCCCO (7-formyl-6-(7-hydroxyheptyl)-1,4-dioxaspiro[4,4]nonane), C(CCCCC)(=O)C=P(C1=CC=CC=C1)(C1=CC=CC=C1)C1=CC=CC=C1 (hexanoylmethylenetriphenylphosphorane). The solvent is O1CCCC1 (tetrahydrofuran). Run at temperature 0 celsius. The product is OCCCCCCCC1C2(OCCO2)CCC1C=CC(CCCCC)=O (6-(7-hydroxyheptyl)-7-(3-oxooct-1-enyl)-1,4-dioxaspiro[4,4]nonane). Isolated yield 92.2%. Reaction SMILES: [CH:1]([CH:3]1[CH2:11][CH2:10][C:5]2([O:9][CH2:8][CH2:7][O:6]2)[CH:4]1[CH2:12][CH2:13][CH2:14][CH2:15][CH2:16][CH2:17][CH2:18][OH:19])=O.[C:20]([CH:27]=P(C1C=CC=CC=1)(C1C=CC=CC=1)C1C=CC=CC=1)(=[O:26])[CH2:21][CH2:22][CH2:23][CH2:24][CH3:25]>O1CCCC1>[OH:19][CH2:18][CH2:17][CH2:16][CH2:15][CH2:14][CH2:13][CH2:12][CH:4]1[CH:3]([CH:1]=[CH:27][C:20](=[O:26])[CH2:21][CH2:22][CH2:23][CH2:24][CH3:25])[CH2:11][CH2:10][C:5]21[O:9][CH2:8][CH2:7][O:6]2. Procedure details: A mixture of 7-formyl-6-(7-hydroxyheptyl)-1,4-dioxaspiro[4,4]nonane [6 g; prepared as hereinbefore described in Example 1(iv)] and hexanoylmethylenetriphenylphosphorane (8.5 g.) in dry tetrahydrofuran (50 ml.) was heated to reflux under nitrogen for 16 hours. The solvent was removed in vacuo and the residue triturated with petroleum ether (b.p. 60°-80° C.), cooled to 0° C. for 1 day, filtered to remove triphenylphosphine oxide and the filtrate evaporated. The residue was again triturated with pe...